Task: describe an organic reaction: reactants, conditions, products, and yield. Dataset: the Open Reaction Database (ORD), a public repository of structured organic reaction records Reactants: C(C)(=O)[O-].[NH4+] (Ammonium acetate), FC(C(=O)N)(CC1(C2=CC(=CC=C2OC=2C=CC(=CC12)OCC(C)(C)C)C=1C=NC=NC1)O)F (2,2-difluoro-3-(9-hydroxy-2-(neopentyloxy)-7-(pyrimidin-5-yl)-9H-xanthen-9-yl)propanamide). Run in CC(C)O (2-Propanol), O (water), C([O-])(O)=O.[Na+] (sodium bicarbonate). Run at temperature 90 celsius. Product: FC1(CC2(C3=CC(=CC=C3OC=3C=CC(=CC23)OCC(C)(C)C)C=2C=NC=NC2)NC1=O)F (4,4-difluoro-2′-(neopentyloxy)-7′-(pyrimidin-5-yl)spiro[pyrrolidine-2,9′-xanthen]-5-one). RXN SMILES: C([O-])(=O)C.[NH4+].[F:6][C:7]([F:39])([CH2:11][C:12]1(O)[C:25]2[CH:24]=[C:23]([O:26][CH2:27][C:28]([CH3:31])([CH3:30])[CH3:29])[CH:22]=[CH:21][C:20]=2[O:19][C:18]2[C:13]1=[CH:14][C:15]([C:32]1[CH:33]=[N:34][CH:35]=[N:36][CH:37]=1)=[CH:16][CH:17]=2)[C:8]([NH2:10])=[O:9]>CC(O)C.O.C(=O)(O)[O-].[Na+]>[F:6][C:7]1([F:39])[C:8](=[O:9])[NH:10][C:12]2([C:25]3[CH:24]=[C:23]([O:26][CH2:27][C:28]([CH3:30])([CH3:31])[CH3:29])[CH:22]=[CH:21][C:20]=3[O:19][C:18]3[C:13]2=[CH:14][C:15]([C:32]2[CH:37]=[N:36][CH:35]=[N:34][CH:33]=2)=[CH:16][CH:17]=3)[CH2:11]1 |f:0.1,5.6|. Procedure details: Ammonium acetate (0.131 g, 1.704 mmol) was added to a solution of 2,2-difluoro-3-(9-hydroxy-2-(neopentyloxy)-7-(pyrimidin-5-yl)-9H-xanthen-9-yl)propanamide (0.04 g, 0.085 mmol) in 2-Propanol (0.852 mL) and the reaction was heated to 90° C. After 30 minutes the reaction was diluted with water and saturated aqueous sodium bicarbonate (50 mL) and extracted with CH2Cl2 (3×25 mL). The combined organic extracts were washed with water, saturated aqueous sodium chloride, and dried over sodium sulfate. T... Reactants: ClN1C(CCC1=O)=O (N-Chlorosuccinimide), C(C)(C)OC1=CC=C(C=C1)C=1C=C2C=C(N(C2=CC1)C=1C=NC(=CC1)OC(C)C)C(=O)O (5-(4-Isopropoxyphenyl)-1-(6-isopropoxypyrid-3-yl)indole-2-carboxylic acid), C(Cl)(Cl)(Cl)Cl (CCl4). Run in CCOC(=O)C (EtOAc). Conditions: temperature 80 celsius, time 2 hour. Product: C(C)OC(=O)C=1N(C2=CC=C(C=C2C1Cl)C1=CC=C(C=C1)OC(C)C)C=1C=NC(=CC1)OC(C)C (3-Chloro-5-(4-isopropoxyphenyl)-1-(6-isopropoxypyrid-3-yl)indole-2-carboxylic acid ethyl ester). Isolated yield 92.0%. RXN SMILES: ClN1C(=O)C[CH2:4][C:3]1=O.[CH:9]([O:12][C:13]1[CH:18]=[CH:17][C:16]([C:19]2[CH:20]=[C:21]3[C:25](=[CH:26][CH:27]=2)[N:24]([C:28]2[CH:29]=[N:30][C:31]([O:34][CH:35]([CH3:37])[CH3:36])=[CH:32][CH:33]=2)[C:23]([C:38]([OH:40])=[O:39])=[CH:22]3)=[CH:15][CH:14]=1)([CH3:11])[CH3:10].C(Cl)(Cl)(Cl)[Cl:42]>CCOC(C)=O>[CH2:3]([O:39][C:38]([C:23]1[N:24]([C:28]2[CH:29]=[N:30][C:31]([O:34][CH:35]([CH3:36])[CH3:37])=[CH:32][CH:33]=2)[C:25]2[C:21]([C:22]=1[Cl:42])=[CH:20][C:19]([C:16]1[CH:15]=[CH:14][C:13]([O:12][CH:9]([CH3:10])[CH3:11])=[CH:18][CH:17]=1)=[CH:27][CH:26]=2)=[O:40])[CH3:4]. Procedure details: N-Chlorosuccinimide (37 mg, 280 nmol) and 5-(4-isopropoxyphenyl)-1-(6-isopropoxypyrid-3-yl)indole-2-carboxylic acid ethyl ester (117 mg, 255 nmol; see Example 17) were mixed in CCl4 (2 mL) and stirred at 80° C. for 2 h. The mixture was diluted with EtOAc and washed with Na2S2O3 (aq., 10%) and NaHCO3 (aq., sat.). The combined extracts were washed with water, brine and dried over Na2SO4. Concentration gave the sub-title compound (116 mg, 92%). Starting materials: COCN(Cc1ccccc1)C[Si](C)(C)C, COc1ccc2c(c1)C=CC2=O, ClCCl, O=C(O)C(F)(F)F. The product is COc1ccc2c(c1)C1CN(Cc3ccccc3)CC1C2=O. As a reaction SMILES: [CH3:1][O:2][CH2:3][N:4]([CH2:5][Si:6]([CH3:7])([CH3:8])[CH3:9])[CH2:10][c:11]1[cH:12][cH:13][cH:14][cH:15][cH:16]1.[CH3:24][O:25][c:26]1[cH:27][c:28]2[c:32]([cH:33][cH:34]1)[C:31](=[O:35])[CH:30]=[CH:29]2.[Cl:36][CH2:37][Cl:38].[F:17][C:18]([F:19])([F:20])[C:21]([OH:22])=[O:23]>>[CH2:3]1[N:4]([CH2:10][c:11]2[cH:12][cH:13][cH:14][cH:15][cH:16]2)[CH2:5][CH:30]2[CH:29]1[c:28]1[cH:27][c:26]([O:25][CH3:24])[cH:34][cH:33][c:32]1[C:31]2=[O:35]. Procedure: 3.0 g of 4-{2-[4-(2-bromoethyl)-2-methylphenoxy]ethylamino}-5-chloro-6-methylpyrimidine and 1.4 g of morpholine were dissolved in 40 ml of ethanol, and the mixture was charged into an autoclave. Then, the mixture was allowed to react at 120° to 130° C. for 8 hours. At the end of this time, the ethanol was removed by distillation and water was added to the residue. The oily substance which separated was then extracted with ethyl acetate. The extract was washed with water and dried over anhydrous ... Starting materials: BrCCC1=CC(=C(OCCNC2=NC=NC(=C2Cl)C)C=C1)C (4-{2-[4-(2-bromoethyl)-2-methylphenoxy]ethylamino}-5-chloro-6-methylpyrimidine), N1CCOCC1 (morpholine). Solvent: C(C)O (ethanol). RXN SMILES: Br[CH2:2][CH2:3][C:4]1[CH:21]=[CH:20][C:7]([O:8][CH2:9][CH2:10][NH:11][C:12]2[C:17]([Cl:18])=[C:16]([CH3:19])[N:15]=[CH:14][N:13]=2)=[C:6]([CH3:22])[CH:5]=1.[NH:23]1[CH2:28][CH2:27][O:26][CH2:25][CH2:24]1>C(O)C>[Cl:18][C:17]1[C:12]([NH:11][CH2:10][CH2:9][O:8][C:7]2[CH:20]=[CH:21][C:4]([CH2:3][CH2:2][N:23]3[CH2:28][CH2:27][O:26][CH2:25][CH2:24]3)=[CH:5][C:6]=2[CH3:22])=[N:13][CH:14]=[N:15][C:16]=1[CH3:19]. Product: ClC=1C(=NC=NC1C)NCCOC1=C(C=C(C=C1)CCN1CCOCC1)C (5-chloro-4-{2-[4-(2-morpholinoethyl)-2-methylphenoxy]ethylamino}-6-methylpyrimidine). Isolated yield 85.3%. The reactants are Cl.ClC1=C(C(=CC=C1)Cl)NC1=C(N=C2N1C=CC=N2)C2=C(C(=O)NN)C=C(C=C2OC)OC (2-[3-(2,6-dichlorophenylamino)imidazo[1,2-a]pyrimidin-2-yl]-3,5-dimethoxybenzohydrazide hydrochloride), ClC(=O)OC(Cl)(Cl)Cl (trichloromethyl chloroformate). The solvent is O1CCOCC1 (dioxane). The product is ClC1=C(C(=CC=C1)Cl)NC1=C(N=C2N1C=CC=N2)C2=C(C=C(C=C2OC)OC)C2=NNC(O2)=O (5-{2-[3-(2,6-dichlorophenylamino)imidazo[1,2-a]-pyrimidin-2-yl]-3,5-dimethoxyphenyl}-3H-1,3,4-oxadiazol-2-one). Reaction SMILES: Cl.[Cl:2][C:3]1[CH:8]=[CH:7][CH:6]=[C:5]([Cl:9])[C:4]=1[NH:10][C:11]1[N:15]2[CH:16]=[CH:17][CH:18]=[N:19][C:14]2=[N:13][C:12]=1[C:20]1[C:29]([O:30][CH3:31])=[CH:28][C:27]([O:32][CH3:33])=[CH:26][C:21]=1[C:22]([NH:24][NH2:25])=[O:23].Cl[C:35](OC(Cl)(Cl)Cl)=[O:36]>O1CCOCC1>[Cl:9][C:5]1[CH:6]=[CH:7][CH:8]=[C:3]([Cl:2])[C:4]=1[NH:10][C:11]1[N:15]2[CH:16]=[CH:17][CH:18]=[N:19][C:14]2=[N:13][C:12]=1[C:20]1[C:29]([O:30][CH3:31])=[CH:28][C:27]([O:32][CH3:33])=[CH:26][C:21]=1[C:22]1[O:23][C:35](=[O:36])[NH:25][N:24]=1 |f:0.1|. Reported procedure: 115 mg of 2-[3-(2,6-dichlorophenylamino)imidazo[1,2-a]pyrimidin-2-yl]-3,5-dimethoxybenzohydrazide hydrochloride and 26 μl of trichloromethyl chloroformate (diphosgene) are heated under reflux for 2 hours in 5 ml of dioxane. The reaction mixture is evaporated, and water and DCM are added. The aqueous phase is rendered neutral, extracted a number of times with DCM, and the combined organic phases are dried and evaporated. Purification by column chromatography (ethyl acetate/methanol) and washing o... The reactants are CC(C)C[AlH]CC(C)C, ClCCl, O, CCOC(=O)c1cn2c(n1)SCCC2. Yields the product O=Cc1cn2c(n1)SCCC2. RXN SMILES: [CH3:15][CH:16]([CH2:17][AlH:18][CH2:19][CH:20]([CH3:21])[CH3:22])[CH3:23].[Cl:25][CH2:26][Cl:27].[OH2:24].[n:1]1[c:2]([C:10](=[O:11])[O:12][CH2:13][CH3:14])[cH:3][n:4]2[c:5]1[S:6][CH2:7][CH2:8][CH2:9]2>>[n:1]1[c:2]([CH:10]=[O:11])[cH:3][n:4]2[c:5]1[S:6][CH2:7][CH2:8][CH2:9]2.